Dataset: the Open Reaction Database (ORD), a public repository of structured organic reaction records. Task: describe an organic reaction: reactants, conditions, products, and yield The reactants are [BH3-]C#N, O=C([O-])O, CC(C)=O, CC(=O)O, CO, O=C1N(CC2CCNCC2)c2ccccc2C12COc1cc3c(cc12)CCO3, [Na+], [Na+]. Yields the product CC(C)N1CCC(CN2C(=O)C3(COc4cc5c(cc43)CCO5)c3ccccc32)CC1. Reaction SMILES: [C:33]([BH3-:34])#[N:35].[C:43](=[O:44])([OH:45])[O-:46].[CH3:29][C:30]([CH3:31])=[O:32].[CH3:37][C:38](=[O:39])[OH:40].[CH3:41][OH:42].[NH:1]1[CH2:2][CH2:3][CH:4]([CH2:7][N:8]2[C:9](=[O:28])[C:10]3([c:11]4[c:12]([cH:15][c:16]5[c:20]([cH:21]4)[CH2:19][CH2:18][O:17]5)[O:13][CH2:14]3)[c:22]3[cH:23][cH:24][cH:25][cH:26][c:27]32)[CH2:5][CH2:6]1.[Na+:36].[Na+:47]>>[N:1]1([CH:30]([CH3:29])[CH3:31])[CH2:2][CH2:3][CH:4]([CH2:7][N:8]2[C:9](=[O:28])[C:10]3([c:11]4[c:12]([cH:15][c:16]5[c:20]([cH:21]4)[CH2:19][CH2:18][O:17]5)[O:13][CH2:14]3)[c:22]3[cH:23][cH:24][cH:25][cH:26][c:27]32)[CH2:5][CH2:6]1. The reactants are [N-]=[N+]=[N-].[Na+] (sodium azide), BrCC1=CC(=CC=C1)C(C)(C)C (1-bromomethyl-3-tert-butylbenzene), O (water). Run in CN(C)C=O (DMF). Conditions: time 2 hour. The product is N(=[N+]=[N-])CC1=CC(=CC=C1)C(C)(C)C (1-azidomethyl-3-tert-butylbenzene). Reaction SMILES: Br[CH2:2][C:3]1[CH:8]=[CH:7][CH:6]=[C:5]([C:9]([CH3:12])([CH3:11])[CH3:10])[CH:4]=1.[N-:13]=[N+:14]=[N-:15].[Na+].O>CN(C=O)C>[N:13]([CH2:2][C:3]1[CH:8]=[CH:7][CH:6]=[C:5]([C:9]([CH3:12])([CH3:11])[CH3:10])[CH:4]=1)=[N+:14]=[N-:15] |f:1.2|. Procedure details: Dissolve 3-tert-butyltoluene (0.5 mL, 2.9 mmol) in carbon tetrachloride (20 mL). Add NBS (530 mg, 3 mmol) and irradiate the reaction mixture with a 250 watt sun-lamp with simultaneous heating to reflux for 1 h. Cool to ambient temperature, filter, and concentrate filtrate to dryness to give crude 1-bromomethyl-3-tert-butylbenzene. Dissolve crude 1-bromomethyl-3-tert-butylbenzene (600 mg) in anhydrous DMF. Add portion wise sodium azide (260 mg, 4 mmol) and stir at room temperature for 2 h. Pour t... Reported procedure: According to step 2 in the method of example 19a, 6-Hydroxy-5-propoxymethyl-3,4-dihydro-2H-naphthalen-1-one (0.123 g, 0.53 mmol), (R)-2-Imidazol-1-yl-1-phenyl-ethanol (0.131 g, 0.7 mmol), triphenylphosphine resin (0.620 g, loading 1.24 mmol/g, Argonaut Technologies), diethyl diazodicarboxylate (0.121 ml, 0.77 mmol, Aldrich Chemical) and freshly distilled tetrahydrofuran (5 ml, Aldrich Chemical) were combined in a 2 dram screw topped vial with a teflon lined cap. After mixing on an inverting mixe... Product: N1(C=NC=C1)C[C@@H](OC=1C(=C2CCCC(C2=CC1)=O)COCCC)C1=CC=CC=C1 (6-((S)-2-Imidazol-1-yl-1-phenyl-ethoxy)-5-propoxymethyl-3,4-dihydro-2H-naphthalen-1-one). Reaction SMILES: [OH:1][C:2]1[C:3]([CH2:13][O:14][CH2:15][CH2:16][CH3:17])=[C:4]2[C:9](=[CH:10][CH:11]=1)[C:8](=[O:12])[CH2:7][CH2:6][CH2:5]2.[N:18]1([CH2:23][C@@H:24]([C:26]2[CH:31]=[CH:30][CH:29]=[CH:28][CH:27]=2)O)[CH:22]=[CH:21][N:20]=[CH:19]1.C1C=CC(P(C2C=CC=CC=2)C2C=CC=CC=2)=CC=1.[N+](C(OCC)=O)(C(OCC)=O)=[N-]>O1CCCC1>[N:18]1([CH2:23][C@H:24]([C:26]2[CH:31]=[CH:30][CH:29]=[CH:28][CH:27]=2)[O:1][C:2]2[C:3]([CH2:13][O:14][CH2:15][CH2:16][CH3:17])=[C:4]3[C:9](=[CH:10][CH:11]=2)[C:8](=[O:12])[CH2:7][CH2:6][CH2:5]3)[CH:22]=[CH:21][N:20]=[CH:19]1. The reactants are OC=1C(=C2CCCC(C2=CC1)=O)COCCC (6-Hydroxy-5-propoxymethyl-3,4-dihydro-2H-naphthalen-1-one), [N+](=[N-])(C(=O)OCC)C(=O)OCC (diethyl diazodicarboxylate), teflon, N1(C=NC=C1)C[C@H](O)C1=CC=CC=C1 ((R)-2-Imidazol-1-yl-1-phenyl-ethanol), C1=CC=C(C=C1)P(C2=CC=CC=C2)C3=CC=CC=C3 (triphenylphosphine resin). Solvent: O1CCCC1 (tetrahydrofuran). Isolated yield 73.7%. Reactants: CC1=CC(=C(O1)S(N)(=O)=O)C(=O)O (5-methyl-2-sulfamoyl-furan-3-carboxylic acid), compound, CC=1OC=CC1C (2,3-dimethyl-furan), P(Cl)(Cl)(Cl)(Cl)Cl (phosphorus pentachloride), C(C)(C)(C)N (tert. butylamine), [Na+].CC=1C=C(OC1C)S(=O)(=O)[O-] (4,5-dimethyl-furan-2-sulfonic acid sodium salt). Product: C(C)(C)(C)NS(=O)(=O)C1=COC(=C1C)C (N-tert. butyl-4-,5-dimethyl-furan-3-sulfonamide). The yield is 34.0%. Reported procedure: Analogous to the preparation of the 5-methyl-2-sulfamoyl-furan-3-carboxylic acid (see starting compound of Example 1), 2,3-dimethyl-furan [K. C. Rice and J. R. Dyer, J. Heterocycl. Chem. 12, 1325 (1975)] was converted with sulfur trioxide-pyridine complex into the 4,5-dimethyl-furan-2-sulfonic acid sodium salt and treated with phosphorus pentachloride and tert. butylamine. N-tert. butyl-4-,5-dimethyl-furan-3-sulfonamide was obtained with a yield of 34% of theory. M.p. 95°-96° C. (from petroleum ... As a reaction SMILES: CC1OC([S:7](=[O:10])(=[O:9])[NH2:8])=C(C(O)=O)C=1.[CH3:14][C:15]1[O:16][CH:17]=[CH:18][C:19]=1[CH3:20].[Na+].[CH3:22][C:23]1[CH:24]=C(S([O-])(=O)=O)O[C:27]=1C.P(Cl)(Cl)(Cl)(Cl)Cl.C(N)(C)(C)C>>[C:23]([NH:8][S:7]([C:18]1[C:19]([CH3:20])=[C:15]([CH3:14])[O:16][CH:17]=1)(=[O:9])=[O:10])([CH3:24])([CH3:27])[CH3:22] |f:2.3|. The reactants are OC1=CC=C(C=O)C=C1 (4-hydroxybenzaldehyde), C(C(O)C)(=O)OCC.S(C)(=O)(=O)[O-] ((-)-ethyl lactate mesylate), C([O-])([O-])=O.[K+].[K+] (potassium carbonate). The reagents and catalysts are [I-].[K+] (potassium iodide). The solvent is CN(C=O)C (dimethyl formamide). Run at temperature 100 celsius, time 5 hour. Yields the product C(=O)C1=CC=C(OC(C(=O)OCC)C)C=C1 ((+)-ethyl 2-(4-formylphenoxy)propionate). Yield: 80.2%. RXN SMILES: [OH:1][C:2]1[CH:9]=[CH:8][C:5]([CH:6]=[O:7])=[CH:4][CH:3]=1.[C:10]([O:15][CH2:16][CH3:17])(=[O:14])[CH:11]([CH3:13])O.S([O-])(=O)(=O)C.C(=O)([O-])[O-].[K+].[K+]>[I-].[K+].CN(C)C=O>[CH:6]([C:5]1[CH:8]=[CH:9][C:2]([O:1][CH:11]([CH3:13])[C:10]([O:15][CH2:16][CH3:17])=[O:14])=[CH:3][CH:4]=1)=[O:7] |f:1.2,3.4.5,6.7|. Procedure details: 6.1 g of 4-hydroxybenzaldehyde, 10.8 g of (-)-ethyl lactate-mesylate ([α]D25 =-54°, optical purity: 96%), 4 g of potassium carbonate, 0.2 g of potassium iodide and 100 g of dimethyl formamide, were mixed, and the reaction was stirred at 100° C. for 5 hours and then cooled to room temperature. The reaction mixture was subjected to liquid separation with an addition of toluene and water. The organic layer was washed twice with water, and after distilling off toluene, subjected to distillation unde... The reactants are O=S(CCN(C)C)(N)=O, OB(O)C1=CC=C(OC)C=C1. The reagents and catalysts are [F-].[Cs+], CC(=O)[O-].CC(=O)[O-].[Cu+2]. Solvent: ClCCCl, ClCCCl. Run at temperature 60 celsius, time 18 hour. Yields the product O=S(CCN(C)C)(NC1=CC=C(OC)C=C1)=O, O=S(CCN(C)C)(N(C1=CC=C(OC)C=C1)C2=CC=C(OC)C=C2)=O. The yield is 9.5%. Reported procedure: Reactions were run in 8 x 30 mm glass vial inserts in 96 well-plate Para-dox Aluminum Reaction Blocks. The reaction components were dosed according to the design shown in Figure S2 and Figure S3. First, the catalysts (2 umol per vial) and solid bases (20 umol per vial) were added by dosing 50 uL each of a stock solution in 1,2-dichloroethane (40 mM for catalysts, 0.4 M for bases) via single-channel pipette. The 1,2-dichloroethane was then removed via centrifugal evaporation using a Genevac EZ-2 ... The reactants are BrC=1C(=NC(=NC1)NC)[C@H](CC1=CC(=CC(=C1)F)F)NC(CN1N=C(C=2C(CCC(C12)(F)F)(F)F)C(F)F)=O ((S)—N-(1-(5-bromo-2-(methylamino)pyrimidin-4-yl)-2-(3,5-difluorophenyl)ethyl)-2-(3-(difluoromethyl)-4,4,7,7-tetrafluoro-4,5,6,7-tetrahydro-1H-indazol-1-yl)acetamide), BrC=1C(=NC(=NC1)S(=O)(=O)C)[C@H](CC1=CC(=CC(=C1)F)F)NC(OC(C)(C)C)=O ((S)-tert-butyl (1-(5-bromo-2-(methylsulfonyl)pyrimidin-4-yl)-2-(3,5-difluorophenyl)ethyl)carbamate), N1(N=NC=C1)CCN (2-(1H-1,2,3-triazol-1-yl)ethanamine). Yields the product N1(N=NC=C1)CCNC1=NC=C(C(=N1)[C@H](CC1=CC(=CC(=C1)F)F)NC(OC(C)(C)C)=O)Br ((S)-tert-butyl (1-(2-((2-(1H-1,2,3-triazol-1-yl)ethyl)amino)-5-bromopyrimidin-4-yl)-2-(3,5-difluorophenyl)ethyl)carbamate). As a reaction SMILES: BrC1[C:3]([C@@H:10]([NH:20][C:21](=O)[CH2:22][N:23]2C3C(F)(F)CCC(F)(F)C=3C(C(F)F)=[N:24]2)CC2C=C(F)C=C(F)C=2)=[N:4]C(NC)=NC=1.[Br:40][C:41]1[C:42]([C@@H:51]([NH:61][C:62](=[O:68])[O:63][C:64]([CH3:67])([CH3:66])[CH3:65])[CH2:52][C:53]2[CH:58]=[C:57]([F:59])[CH:56]=[C:55]([F:60])[CH:54]=2)=[N:43][C:44](S(C)(=O)=O)=[N:45][CH:46]=1.N1(CCN)C=CN=N1>>[N:20]1([CH2:10][CH2:3][NH:4][C:44]2[N:43]=[C:42]([C@@H:51]([NH:61][C:62](=[O:68])[O:63][C:64]([CH3:67])([CH3:66])[CH3:65])[CH2:52][C:53]3[CH:58]=[C:57]([F:59])[CH:56]=[C:55]([F:60])[CH:54]=3)[C:41]([Br:40])=[CH:46][N:45]=2)[CH:21]=[CH:22][N:23]=[N:24]1. Reported procedure: The title compound (23C) was prepared according to the method presented for the synthesis of compound 14A of Example 14 utilizing 23B and 2-(1H-1,2,3-triazol-1-yl)ethanamine. MS (m/z) 545.97 [M+Na]+. Starting materials: Cl.C(C)(C)(C)OC([C@@H](N)C(C)C)=O (L-valine tert-butyl ester hydrochloride), CCN(C(C)C)C(C)C (DIEA), [N+](=O)([O-])C1=CC=C(C=C1)OC([C@@H](NC(=O)OCC1=CC=CC=C1)C)=O (benzyloxycarbonyl-L-alanine p-nitrophenyl ester). Solvent: CN(C)C=O (DMF). Conditions: time 8 hour. Product: C(C)(C)(C)OC([C@@H](NC([C@@H](NC(=O)OCC1=CC=CC=C1)C)=O)C(C)C)=O (Benzyloxycarbonyl-L-alanyl-L-valine tert-butyl ester). Reaction SMILES: Cl.[C:2]([O:6][C:7](=[O:13])[C@H:8]([CH:10]([CH3:12])[CH3:11])[NH2:9])([CH3:5])([CH3:4])[CH3:3].CCN(C(C)C)C(C)C.[N+](C1C=CC([O:32][C:33](=O)[C@H:34]([CH3:46])[NH:35][C:36]([O:38][CH2:39][C:40]2[CH:45]=[CH:44][CH:43]=[CH:42][CH:41]=2)=[O:37])=CC=1)([O-])=O>CN(C=O)C>[C:2]([O:6][C:7](=[O:13])[C@H:8]([CH:10]([CH3:11])[CH3:12])[NH:9][C:33](=[O:32])[C@H:34]([CH3:46])[NH:35][C:36]([O:38][CH2:39][C:40]1[CH:45]=[CH:44][CH:43]=[CH:42][CH:41]=1)=[O:37])([CH3:5])([CH3:4])[CH3:3] |f:0.1|. Reported procedure: A solution of L-valine tert-butyl ester hydrochloride (2.1 g, 10 mmole) in DMF (10 ml) was treated with DIEA (1.6 ml. 10 mmole) and benzyloxycarbonyl-L-alanine p-nitrophenyl ester (3.5 g, 10 mmole). After overnight at room temperature, the solution was filtered through a column of neutral Al2O3 (100 g) and eluted with DMF. The solvent was removed in vacuo and the residue filtered through a column of silica gel (50 g) eluted with CHCl3. The resulting oil (3.0 g, 79%) was homogeneous on tlc; Rf (C... Starting materials: Clc1cc(Br)ccc1CBr, O=C([O-])[O-], C1CCOC1, NCc1ccccc1, [Na+], [Na+]. Yields the product Clc1cc(Br)ccc1CNCc1ccccc1. Reaction SMILES: [Br:9][c:10]1[cH:11][c:12]([Cl:18])[c:13]([CH2:16][Br:17])[cH:14][cH:15]1.[C:19](=[O:20])([O-:21])[O-:22].[CH2:25]1[O:26][CH2:27][CH2:28][CH2:29]1.[NH2:1][CH2:2][c:3]1[cH:4][cH:5][cH:6][cH:7][cH:8]1.[Na+:23].[Na+:24]>>[NH:1]([CH2:2][c:3]1[cH:4][cH:5][cH:6][cH:7][cH:8]1)[CH2:16][c:13]1[c:12]([Cl:18])[cH:11][c:10]([Br:9])[cH:15][cH:14]1. The reactants are CO (Methanol), N(=[N+]=[N-])[C@H]1[C@H]2O[C@@H]([C@H](C1)OCC1=CC=CC=C1)CO2 (1,6-Anhydro-2-azido-4-O-benzyl-2,3-dideoxy-β-D-ribo-hexopyranose), C1(C=2C(C(=O)O1)=CC=CC2)=O (phthalic anhydride), C1(=CC=CC=C1)P(C1=CC=CC=C1)C1=CC=CC=C1 (triphenylphosphine). Reagents/catalysts: [C-]#N.C(CCC)[N+](CCCC)(CCCC)CCCC (tetrabutylammonium cyanide). The solvent is C1=CC=CC=C1 (benzene). Reaction conditions: time 15 day. Yields the product C(C1=CC=CC=C1)O[C@H]1C[C@H]([C@H]2O[C@@H]1CO2)N2C(C=1C(C2=O)=CC=CC1)=O (1,6-Anhydro-4-O-benzyl-2,3-dideoxy-2-phthalimido-β-D-ribo-hexopyranose). Yield: 14.3%. Reaction SMILES: [N:1]([C@@H:4]1[CH2:9][C@H:8]([O:10][CH2:11][C:12]2[CH:17]=[CH:16][CH:15]=[CH:14][CH:13]=2)[C@H:7]2[CH2:18][O:19][C@@H:5]1[O:6]2)=[N+]=[N-].[C:20]1(=O)[O:25][C:23](=[O:24])[C:22]2=[CH:26][CH:27]=[CH:28][CH:29]=[C:21]12.C1(P(C2C=CC=CC=2)C2C=CC=CC=2)C=CC=CC=1.CO>[C-]#N.C([N+](CCCC)(CCCC)CCCC)CCC.C1C=CC=CC=1>[CH2:11]([O:10][C@@H:8]1[C@H:7]2[CH2:18][O:19][C@H:5]([O:6]2)[C@H:4]([N:1]2[C:23](=[O:24])[C:22]3=[CH:26][CH:27]=[CH:28][CH:29]=[C:21]3[C:20]2=[O:25])[CH2:9]1)[C:12]1[CH:17]=[CH:16][CH:15]=[CH:14][CH:13]=1 |f:4.5|. Reported procedure: 1,6-Anhydro-2-azido-4-O-benzyl-2,3-dideoxy-β-D-ribo-hexoyranose (see Example 13) (1.0 g), phthalic anhydride (0.74 g), triphenylphosphine (1.21 g) and tetrabutylammonium cyanide (0.1 g) were heated under reflux in a nitrogen atmosphere in benzene (50 ml) for 40 h. Methanol (10 ml) was then added and the solution was allowed to stand at room temperature for 15 days. The solution was then evaporated and the residue was chromatographed on silica gel to yield the title compound as a crystaline solid...